Dataset: the Open Reaction Database (ORD), a public repository of structured organic reaction records. Task: describe an organic reaction: reactants, conditions, products, and yield The reactants are C(C)OC(C(C#N)N)=O (amino-cyano-acetic acid ethyl ester), C(CC)(OCC)(OCC)OCC (triethyl orthopropionate), NC1=CC=CC=C1 (aniline). Solvent: C(C)#N (acetonitrile). Reaction conditions: time 8 hour. The product is C(C)OC(=O)C=1N=C(N(C1N)C1=CC=CC=C1)CC (5-Amino-2-ethyl-1-phenyl-1H-imidazole-4-carboxylic acid ethyl ester). Reaction SMILES: [CH2:1]([O:3][C:4](=[O:9])[CH:5]([NH2:8])[C:6]#[N:7])[CH3:2].[C:10](OCC)(OCC)(OCC)[CH2:11][CH3:12].[NH2:22][C:23]1[CH:28]=[CH:27][CH:26]=[CH:25][CH:24]=1>C(#N)C>[CH2:1]([O:3][C:4]([C:5]1[N:8]=[C:10]([CH2:11][CH3:12])[N:22]([C:23]2[CH:28]=[CH:27][CH:26]=[CH:25][CH:24]=2)[C:6]=1[NH2:7])=[O:9])[CH3:2]. Procedure: A solution of amino-cyano-acetic acid ethyl ester (400 mg, 3.12 mmol) and triethyl orthopropionate (629 μL, 3.12 mmol) in acetonitrile is heated at reflux for 45 minutes. After cooled down to room temperature, aniline (285 μL, 3.12 mmol) is added. After stirred at room temperature overnight, the solution is concentrated and purified with flash chromatography. A pale yellow solid is obtained as the desired product: 1H NMR (CDCl3) δ 7.56 (m, 3H), 7.29 (m, 2H), 4.77 (b, 2H), 4.37 (q, 2H), 2.49 (q, ... Reactants: C(C)(=O)NC1=C(N(C2=CC(=CC=C12)Cl)C(=O)OCC)C(C1=CC(=CC=C1)Cl)=O (3-Acetylamino-6-chloro-2-(3-chlorobenzoyl)-1-(ethoxycarbonyl)indole). The solvent is ClCCl.CCCCCC (dichloromethane hexane). Yields the product C(C)(=O)NC1=C(NC2=CC(=CC=C12)Cl)C(C1=CC(=CC=C1)Cl)=O (3-Acetylamino-6-chloro-2-(3-chlorobenzoyl)indole). Reaction SMILES: [C:1]([NH:4][C:5]1[C:13]2[C:8](=[CH:9][C:10]([Cl:14])=[CH:11][CH:12]=2)[N:7](C(OCC)=O)[C:6]=1[C:20](=[O:28])[C:21]1[CH:26]=[CH:25][CH:24]=[C:23]([Cl:27])[CH:22]=1)(=[O:3])[CH3:2]>ClCCl.CCCCCC>[C:1]([NH:4][C:5]1[C:13]2[C:8](=[CH:9][C:10]([Cl:14])=[CH:11][CH:12]=2)[NH:7][C:6]=1[C:20](=[O:28])[C:21]1[CH:26]=[CH:25][CH:24]=[C:23]([Cl:27])[CH:22]=1)(=[O:3])[CH3:2] |f:1.2|. Procedure details: The title compound was prepared according to the procedure described in step 2 of Example 2 (Method A) from 3-acetylamino-6-chloro-2-(3-chlorobenzoyl)-1-(ethoxycarbonyl)indole (step 1). m.p.: 152-154° C. (dichloromethane/hexane) Reactants: CC1=C(C=CC=C1C)O (2,3-dimethylphenol), C(C)OC(CCCBr)=O (4-bromo-butyric acid ethyl ester), [H-].[Li+] (lithium hydride), O (water). Run in CS(=O)C (DMSO). Run at temperature 0 celsius, time 2 day. Product: C(C)OC(CCCOC1=C(C(=CC=C1)C)C)=O (4-(2,3-dimethyl-phenoxy)-butyric acid ethyl ester). The yield is 94.0%. As a reaction SMILES: [CH3:1][C:2]1[C:7]([CH3:8])=[CH:6][CH:5]=[CH:4][C:3]=1[OH:9].[CH2:10]([O:12][C:13](=[O:18])[CH2:14][CH2:15][CH2:16]Br)[CH3:11].[H-].[Li+].O>CS(C)=O>[CH2:10]([O:12][C:13](=[O:18])[CH2:14][CH2:15][CH2:16][O:9][C:3]1[CH:4]=[CH:5][CH:6]=[C:7]([CH3:8])[C:2]=1[CH3:1])[CH3:11] |f:2.3|. Procedure: To a solution of 2,3-dimethylphenol (25 g, 204 mmol) in DMSO (205 mL) was added 4-bromo-butyric acid ethyl ester (40.96 g, 210 mmol) and lithium hydride (2.0 g, 250 mmol) at room temperature. The resulting light brown solution was stirred for 2 days. Then, the reaction mixture was cooled to 0° C. and water (200 mL) was added slowly. The organic compound was extracted into hexanes (2×200 mL). The combined organic extracts were washed with brine solution (150 mL) and the organic solution was dried... Starting materials: BrC=1C=NC=2N(C1)N=C(C2)C(=O)O (6-bromo-pyrazolo[1,5-a]pyrimidine-2-carboxylic acid), C1(CCCCC1)C1NCCC2=CC=CC=C12 (1-Cyclohexyl-1,2,3,4-tetrahydro-isoquinoline). Product: BrC=1C=NC=2N(C1)N=C(C2)C(=O)N2C(C1=CC=CC=C1CC2)C2CCCCC2 ((6-Bromo-pyrazolo[1,5-a]pyrimidin-2-yl)-(1-cyclohexyl-3,4-dihydro-1H-isoquinolin-2-yl)-methanone). Reaction SMILES: [Br:1][C:2]1[CH:3]=[N:4][C:5]2[N:6]([N:8]=[C:9]([C:11]([OH:13])=O)[CH:10]=2)[CH:7]=1.[CH:14]1([CH:20]2[C:29]3[C:24](=[CH:25][CH:26]=[CH:27][CH:28]=3)[CH2:23][CH2:22][NH:21]2)[CH2:19][CH2:18][CH2:17][CH2:16][CH2:15]1>>[Br:1][C:2]1[CH:3]=[N:4][C:5]2[N:6]([N:8]=[C:9]([C:11]([N:21]3[CH2:22][CH2:23][C:24]4[C:29](=[CH:28][CH:27]=[CH:26][CH:25]=4)[CH:20]3[CH:14]3[CH2:19][CH2:18][CH2:17][CH2:16][CH2:15]3)=[O:13])[CH:10]=2)[CH:7]=1. Procedure details: In close analogy to the procedure described in Example 1, 6-bromo-pyrazolo[1,5-a]pyrimidine-2-carboxylic acid is reacted with 1-Cyclohexyl-1,2,3,4-tetrahydro-isoquinoline to provide the title compound in moderate yield. The yield is 87.0%. Product: ClC1=C(C(=CC(=C1)C(F)(F)F)Cl)N1N=C(C=C1C(=O)C1OCCC1)N (1-(2,6-dichloro-4-trifluoromethylphenyl)-5-(2-tetrahydrofuroyl)-amino-pyrazole). Reported procedure: 19.8 g (0.07 mol) of 5-amino-1-(2,6-dichloro-4-trifluoromethylphenyl)-pyrazole and 7.1 g (0.09 mol) of pyridine are dissolved in 150 ml of acetonitrile, and 12.1 g (0.09 mol) of tetrahydrofuran-2-carboxylic acid chloride are added at 25°-30° C., with stirring. The mixture is stirred at room temperature for a further 24 hours. The reaction batch is then poured onto water and extracted with chloroform; the chloroform phase is washed with aqueous sodium bicarbonate solution, dried over sodium sulph... RXN SMILES: N[C:2]1[N:6]([C:7]2[C:12]([Cl:13])=[CH:11][C:10]([C:14]([F:17])([F:16])[F:15])=[CH:9][C:8]=2[Cl:18])[N:5]=[CH:4][CH:3]=1.[N:19]1C=CC=CC=1.[O:25]1[CH2:29][CH2:28][CH2:27][CH:26]1[C:30](Cl)=[O:31]>C(#N)C>[Cl:18][C:8]1[CH:9]=[C:10]([C:14]([F:17])([F:16])[F:15])[CH:11]=[C:12]([Cl:13])[C:7]=1[N:6]1[C:2]([C:30]([CH:26]2[CH2:27][CH2:28][CH2:29][O:25]2)=[O:31])=[CH:3][C:4]([NH2:19])=[N:5]1. Solvent: C(C)#N (acetonitrile). Starting materials: NC1=CC=NN1C1=C(C=C(C=C1Cl)C(F)(F)F)Cl (5-amino-1-(2,6-dichloro-4-trifluoromethylphenyl)-pyrazole), N1=CC=CC=C1 (pyridine), O1C(CCC1)C(=O)Cl (tetrahydrofuran-2-carboxylic acid chloride). Reactants: N.N.N.N.N.N.O.O.O.O.O.O.O.O.O.O.O.O.O.O.O.O.O.O.O.O.O.O.O.O.[Mo].[Mo].[Mo].[Mo].[Mo].[Mo].[Mo] (ammonium heptamolybdate), Bi(NO3)3.5H2O, [N+](=O)([O-])[O-].[Bi+3].[N+](=O)([O-])[O-].[N+](=O)([O-])[O-] (bismuth nitrate), [N+](=O)(O)[O-] (HNO3), N.N.N.N.N.N.O.O.O.O.O[Mo](=O)(=O)O.O[Mo](=O)(=O)O.O[Mo](=O)(=O)O.O=[Mo](=O)=O.O=[Mo](=O)=O.O=[Mo](=O)=O.O=[Mo](=O)=O ((NH4)6Mo7O24.4H2O), [NH4+].[OH-] (NH4OH). Solvent: O (H2O). Run at time 1 hour. The product is [O-2].[O-2].[O-2].[O-2].[O-2].[O-2].[O-2].[O-2].[O-2].[Mo].[Mo].[Bi+3].[Bi+3] (bismuth molybdate). Reaction SMILES: [N+]([O-])(O)=[O:2].N.N.N.N.N.N.[OH2:11].O.O.O.O[Mo:16](O)(=O)=O.O[Mo](O)(=O)=O.O[Mo](O)(=O)=O.O=[Mo](=O)=O.O=[Mo](=O)=O.O=[Mo](=O)=O.O=[Mo](=O)=O.[N+]([O-])([O-])=O.[Bi+3:50].[N+]([O-])([O-])=O.[N+]([O-])([O-])=O.N.N.N.N.N.N.O.O.O.O.O.O.O.O.O.O.O.O.O.O.O.O.O.O.O.O.O.O.O.O.[Mo:89].[Mo].[Mo].[Mo].[Mo].[Mo].[Mo].[NH4+].[OH-]>O>[O-2:2].[O-2:11].[O-2:2].[O-2:2].[O-2:2].[O-2:2].[O-2:2].[O-2:2].[O-2:2].[Mo:16].[Mo:89].[Bi+3:50].[Bi+3:50] |f:1.2.3.4.5.6.7.8.9.10.11.12.13.14.15.16.17,18.19.20.21,22.23.24.25.26.27.28.29.30.31.32.33.34.35.36.37.38.39.40.41.42.43.44.45.46.47.48.49.50.51.52.53.54.55.56.57.58,59.60,62.63.64.65.66.67.68.69.70.71.72.73.74|. Procedure details: 10.91 g Bi(NO3)3.5H2O was dissolved in about 40 ml. of a 10% aqueous HNO3 solution. 5.96 g of (NH4)6Mo7O24.4H2O was dissolved in about 75 ml. of H2O with heating. The bismuth nitrate solution was added with constant stirring to the ammonium heptamolybdate solution. The pH of the mixture was then adjusted to 2.5 to 3 by the dropwise addition of reagent grade NH4OH. The mixture was then stirred for 1 hour to produce a bismuth molybdate slurry. The reactants are 1, BrCC(C(CN1CCCCC1)(C1=CC=CC=C1)O)=O (4-bromo-2-hydroxy-2-phenyl-1-piperidino-3-butanone), C(C1=CC=CC=C1)N1CCNCC1 (4-benzylpiperazine). Solvent: CCOCC (ether). Reaction conditions: time 18 hour. The product is OC(CN1CCCCC1)(C(CN1CCN(CC1)CC1=CC=CC=C1)=O)C1=CC=CC=C1 (2-hydroxy-2-phenyl-1-piperidino-4-(4-benzyl-1-piperazinyl)-3-butanone). Reaction SMILES: Br[CH2:2][C:3](=[O:19])[C:4]([OH:18])([C:12]1[CH:17]=[CH:16][CH:15]=[CH:14][CH:13]=1)[CH2:5][N:6]1[CH2:11][CH2:10][CH2:9][CH2:8][CH2:7]1.[CH2:20]([N:27]1[CH2:32][CH2:31][NH:30][CH2:29][CH2:28]1)[C:21]1[CH:26]=[CH:25][CH:24]=[CH:23][CH:22]=1>CCOCC>[OH:18][C:4]([C:12]1[CH:17]=[CH:16][CH:15]=[CH:14][CH:13]=1)([C:3](=[O:19])[CH2:2][N:30]1[CH2:31][CH2:32][N:27]([CH2:20][C:21]2[CH:22]=[CH:23][CH:24]=[CH:25][CH:26]=2)[CH2:28][CH2:29]1)[CH2:5][N:6]1[CH2:11][CH2:10][CH2:9][CH2:8][CH2:7]1. Reported procedure: To a solution of 1 63 g (5 mmole) of 4-bromo-2-hydroxy-2-phenyl-1-piperidino-3-butanone in 35 mL of ether is added 1.76 g (5 mmole) of 4-benzylpiperazine. The solution is stirred at room temperature for 18 hours and then washed twice with brine dried over anhydrous sodium sulfate and the solvent removed under reduced pressure. Purification by flash column chromatography gives 2-hydroxy-2-phenyl-1-piperidino-4-(4-benzyl-1-piperazinyl)-3-butanone. This was converted into its hydrochloride salt in ... Starting materials: BrC=1C=C(C(N(C1)C)=O)NC1=NN2C(COCC2)=C1 (5-Bromo-3-(6,7-dihydro-4H-pyrazolo[5,1-c][1,4]oxazin-2-ylamino)-1-methylpyridin-2(1H)-one), C(C)(=O)OCC1=C(C=CC=C1B1OC(C(O1)(C)C)(C)C)N1C(C2=C(CC1)C1=C(S2)CCCC1)=O (2-(1-Oxo-3,4,5,6,7,8-hexahydrobenzothieno[2,3-c]pyridin-2(1H)-yl)-6-(4,4,5,5-tetramethyl-1,3,2-dioxaborolan-2-yl)benzyl Acetate), [O-]P(=O)([O-])[O-].[K+].[K+].[K+] (K3PO4), C(C)(=O)[O-].[Na+] (sodium acetate). Reagents/catalysts: C1=CC=C(C=C1)P([C-]2C=CC=C2)C3=CC=CC=C3.C1=CC=C(C=C1)P([C-]2C=CC=C2)C3=CC=CC=C3.Cl[Pd]Cl.[Fe+2] (PdCl2(dppf)). Solvent: CC#N (MeCN), O (water). Yields the product C(C)(=O)OCC1=C(C=CC=C1N1CCC=2C=3CCCCC3SC2C1=O)C1=CN(C(C(=C1)NC=1C=C2COCCN2N1)=O)CC ({2-[1-Ethyl-6-oxo-5-({4H,6H,7H-pyrazolo[3,2-c][1,4]oxazin-2-yl}amino) 1,6-dihydropyridin-3-yl]-6-{6-oxo-8-thia-5-azatricyclo[7.4.0.02,7]trideca-1(9),2(7)-dien-5-yl}phenyl}methyl Acetate). Isolated yield 82.2%. As a reaction SMILES: Br[C:2]1[CH:3]=[C:4]([NH:10][C:11]2[CH:19]=[C:14]3[CH2:15][O:16][CH2:17][CH2:18][N:13]3[N:12]=2)[C:5](=[O:9])[N:6]([CH3:8])[CH:7]=1.[C:20]([O:23][CH2:24][C:25]1[C:30](B2OC(C)(C)C(C)(C)O2)=[CH:29][CH:28]=[CH:27][C:26]=1[N:40]1[CH2:45][CH2:44][C:43]2[C:46]3[CH2:52][CH2:51][CH2:50][CH2:49][C:47]=3[S:48][C:42]=2[C:41]1=[O:53])(=[O:22])[CH3:21].[O-]P([O-])([O-])=O.[K+].[K+].[K+].[C:62]([O-])(=O)C.[Na+]>CC#N.O.C1C=CC(P(C2C=CC=CC=2)[C-]2C=CC=C2)=CC=1.C1C=CC(P(C2C=CC=CC=2)[C-]2C=CC=C2)=CC=1.Cl[Pd]Cl.[Fe+2]>[C:20]([O:23][CH2:24][C:25]1[C:26]([N:40]2[C:41](=[O:53])[C:42]3[S:48][C:47]4[CH2:49][CH2:50][CH2:51][CH2:52][C:46]=4[C:43]=3[CH2:44][CH2:45]2)=[CH:27][CH:28]=[CH:29][C:30]=1[C:2]1[CH:3]=[C:4]([NH:10][C:11]2[CH:19]=[C:14]3[N:13]([N:12]=2)[CH2:18][CH2:17][O:16][CH2:15]3)[C:5](=[O:9])[N:6]([CH2:8][CH3:62])[CH:7]=1)(=[O:22])[CH3:21] |f:2.3.4.5,6.7,10.11.12.13|. Reported procedure: A mixture of 5-bromo-3-(6,7-dihydro-4H-pyrazolo[5,1-c][1,4]oxazin-2-ylamino)-1-methylpyridin-2(1H)-one 110c (500 mg, 1.54 mmol), (2-{6-oxo-8-thia-5-azatricyclo-[7.4.0.02,7]trideca-1(9),2(7)-dien-5-yl}-6-(4,4,5,5-tetramethyl-1,3,2-dioxaborolan-2-yl)phenyl)methyl acetate 111a (750 mg, 1.56 mmol), PdCl2(dppf) (170 mg, 0.23 mmol), K3PO4 (150 mg), and sodium acetate (60 mg) in MeCN (25 mL) and water (5 mL) was heated at reflux for 2 h. The solvent was evaporated in vacuo and the residue was purified ... The reactants are CC(C)(C)N(N)C(=O)c1ccccc1, CCOCC, Cc1ccc(N=C=O)cc1. Reaction SMILES: [C:1]([CH3:2])([CH3:3])([CH3:4])[N:5]([NH2:6])[C:7]([c:8]1[cH:9][cH:10][cH:11][cH:12][cH:13]1)=[O:14].[CH2:25]([O:26][CH2:27][CH3:28])[CH3:29].[CH3:15][c:16]1[cH:17][cH:18][c:19]([N:22]=[C:23]=[O:24])[cH:20][cH:21]1>>[C:1]([CH3:2])([CH3:3])([CH3:4])[N:5]([NH:6][C:23]([NH:22][c:19]1[cH:18][cH:17][c:16]([CH3:15])[cH:21][cH:20]1)=[O:24])[C:7]([c:8]1[cH:9][cH:10][cH:11][cH:12][cH:13]1)=[O:14]. Yields the product Cc1ccc(NC(=O)NN(C(=O)c2ccccc2)C(C)(C)C)cc1. The reactants are O (water), BrC1=CC=C(OC2=CC(=C(N)C=C2C)C)C=C1 (4-(4-bromophenoxy)-2,5-dimethylaniline), COC1=CC=C(C=C1)B(O)O (4-methoxyphenylboronic acid), C([O-])([O-])=O.[Cs+].[Cs+] (cesium carbonate), O (water). Reagents/catalysts: C=1C=CC(=CC1)[P](C=2C=CC=CC2)(C=3C=CC=CC3)[Pd]([P](C=4C=CC=CC4)(C=5C=CC=CC5)C=6C=CC=CC6)([P](C=7C=CC=CC7)(C=8C=CC=CC8)C=9C=CC=CC9)[P](C=1C=CC=CC1)(C=1C=CC=CC1)C=1C=CC=CC1 (tetrakis(triphenylphosphine)palladium(0)). Run in C(CCC)O (1-butanol). Run at temperature 80 celsius, time 16 hour. Yields the product COC1=CC=C(C=C1)C1=CC=C(OC2=CC(=C(N)C=C2C)C)C=C1 (4-[4-(4-Methoxyphenyl)phenoxy]-2,5-dimethylaniline). Yield: 79.7%. RXN SMILES: Br[C:2]1[CH:17]=[CH:16][C:5]([O:6][C:7]2[C:13]([CH3:14])=[CH:12][C:10]([NH2:11])=[C:9]([CH3:15])[CH:8]=2)=[CH:4][CH:3]=1.[CH3:18][O:19][C:20]1[CH:25]=[CH:24][C:23](B(O)O)=[CH:22][CH:21]=1.C(=O)([O-])[O-].[Cs+].[Cs+].O>C(O)CCC.C1C=CC([P]([Pd]([P](C2C=CC=CC=2)(C2C=CC=CC=2)C2C=CC=CC=2)([P](C2C=CC=CC=2)(C2C=CC=CC=2)C2C=CC=CC=2)[P](C2C=CC=CC=2)(C2C=CC=CC=2)C2C=CC=CC=2)(C2C=CC=CC=2)C2C=CC=CC=2)=CC=1>[CH3:18][O:19][C:20]1[CH:25]=[CH:24][C:23]([C:2]2[CH:17]=[CH:16][C:5]([O:6][C:7]3[C:13]([CH3:14])=[CH:12][C:10]([NH2:11])=[C:9]([CH3:15])[CH:8]=3)=[CH:4][CH:3]=2)=[CH:22][CH:21]=1 |f:2.3.4,^1:44,46,65,84|. Reported procedure: Under argon, 0.50 g (1.7 mmol) of 4-(4-bromophenoxy)-2,5-dimethylaniline and 0.34 g (2.2 mmol) of 4-methoxyphenylboronic acid are dissolved in 10 ml of 1-butanol and the solution is admixed with 2.23 g (6.8 mmol) of cesium carbonate, 39.5 mg (0.03 mmol) of tetrakis(triphenylphosphine)palladium(0) and 2.5 ml of water. The reaction mixture is stirred at 80° C. for 16 h, poured into water and extracted repeatedly with ethyl acetate. The combined organic phases are dried over Na2SO4 and filtered and...